Dataset: the Open Reaction Database (ORD), a public repository of structured organic reaction records. Task: describe an organic reaction: reactants, conditions, products, and yield Starting materials: C(CS)S (dithioglycol), C(CO)Cl (ethylene chlorohydrin), CO (methanol), C[O-].[Na+] (sodium methoxide). Run at time 10 hour. Yields the product C(CSCCSCCO)O (3,6-Dithia-1,8-octanediol). As a reaction SMILES: [CH2:1]([SH:4])[CH2:2][SH:3].[CH3:5][OH:6].[CH3:7][O-].[Na+].[CH2:10](Cl)[CH2:11][OH:12]>>[CH2:11]([OH:12])[CH2:10][S:3][CH2:2][CH2:1][S:4][CH2:7][CH2:5][OH:6] |f:2.3|. Procedure details: In an ice bath, 25 g of dithioglycol was stirred and thereto, was added dropwise 1.1 equivalent of a methanol solution of sodium methoxide. Further, 44 g of ethylene chlorohydrin was added dropwise thereto. After the conclusion of the dropwise addition, the reaction mixture was allowed to stand for 10 hours at a room temperature. Then, sodium chloride deposited was removed by filtration, and the resulting filtrate was concentrated. The thus obtained white crystals were recrystallized from aceton... The reactants are O=C([O-])O, CC(=O)O, CCOC(C)=O, O=C1NC(=O)c2c1c(-c1ccccc1Cl)cc1c2c2cc(O)ccc2n1CCSc1nnc[nH]1, [Na+], C1CCOC1, O, OO. The product is O=C1NC(=O)c2c1c(-c1ccccc1Cl)cc1c2c2cc(O)ccc2n1CCS(=O)c1ncn[nH]1. RXN SMILES: [C:41](=[O:42])([OH:43])[O-:44].[CH3:35][C:36]([OH:37])=[O:38].[CH3:52][CH2:53][O:54][C:55](=[O:56])[CH3:57].[Cl:1][c:2]1[c:3](-[c:8]2[cH:9][c:10]3[n:11]([CH2:27][CH2:28][S:29][c:30]4[n:31][n:32][cH:33][nH:34]4)[c:12]4[cH:13][cH:14][c:15]([OH:26])[cH:16][c:17]4[c:18]3[c:19]3[c:20]2[C:21](=[O:25])[NH:22][C:23]3=[O:24])[cH:4][cH:5][cH:6][cH:7]1.[Na+:45].[O:46]1[CH2:47][CH2:48][CH2:49][CH2:50]1.[OH2:51].[OH:39][OH:40]>>[Cl:1][c:2]1[c:3](-[c:8]2[cH:9][c:10]3[n:11]([CH2:27][CH2:28][S:29]([c:30]4[nH:31][n:32][cH:33][n:34]4)=[O:37])[c:12]4[cH:13][cH:14][c:15]([OH:26])[cH:16][c:17]4[c:18]3[c:19]3[c:20]2[C:21](=[O:25])[NH:22][C:23]3=[O:24])[cH:4][cH:5][cH:6][cH:7]1. The product is COC(=O)C1Cc2cc(-c3ccc(C(C)O)cc3)ccc2O1. The reactants are O=C([O-])[O-], CI, CC(C)=O, CS(C)=O, [K+], [K+], CC(O)c1ccc(-c2ccc3c(c2)CC(C(=O)O)O3)cc1. Reaction SMILES: [C:3](=[O:4])([O-:5])[O-:6].[CH3:1][I:2].[CH3:30][C:31](=[O:32])[CH3:33].[CH3:34][S:35]([CH3:36])=[O:37].[K+:7].[K+:8].[OH:9][CH:10]([CH3:11])[c:12]1[cH:13][cH:14][c:15](-[c:18]2[cH:19][cH:20][c:21]3[c:22]([cH:29]2)[CH2:23][CH:24]([C:26](=[O:27])[OH:28])[O:25]3)[cH:16][cH:17]1>>[CH3:3][O:28][C:26]([CH:24]1[CH2:23][c:22]2[c:21]([cH:20][cH:19][c:18](-[c:15]3[cH:14][cH:13][c:12]([CH:10]([OH:9])[CH3:11])[cH:17][cH:16]3)[cH:29]2)[O:25]1)=[O:27].